From a dataset of the Open Reaction Database (ORD), a public repository of structured organic reaction records. describe an organic reaction: reactants, conditions, products, and yield Reactants: COc1ccc(C(=O)Cl)cc1, c1ccc(Cc2cc3ccccc3o2)cc1, O, S=C=S, Cl[Sn](Cl)(Cl)Cl. The product is COc1ccc(C(=O)c2c(Cc3ccccc3)oc3ccccc23)cc1. As a reaction SMILES: [C:22]([c:23]1[cH:24][cH:25][c:26]([O:29][CH3:30])[cH:27][cH:28]1)(=[O:31])[Cl:32].[CH2:6]([c:7]1[cH:8][cH:9][cH:10][cH:11][cH:12]1)[c:13]1[o:14][c:15]2[c:16]([cH:17]1)[cH:18][cH:19][cH:20][cH:21]2.[OH2:36].[S:33]=[C:34]=[S:35].[Sn:1]([Cl:2])([Cl:3])([Cl:4])[Cl:5]>>[CH2:6]([c:7]1[cH:8][cH:9][cH:10][cH:11][cH:12]1)[c:13]1[o:14][c:15]2[c:16]([c:17]1[C:22]([c:23]1[cH:24][cH:25][c:26]([O:29][CH3:30])[cH:27][cH:28]1)=[O:31])[cH:18][cH:19][cH:20][cH:21]2. Reactants: [F-].C(CCC)[N+](CCCC)(CCCC)CCCC (tetrabutylammonium fluoride), ClC1=CC(=CC(=C1)CC[N+](=O)[O-])F (1-chloro-3-fluoro-5-(2-nitroethyl)-benzene), C(C)(C)(C)OC(=O)N1C[C@@H](OC[C@@H]1C=O)OCC(C)(C)C ((2R,5R)-2-(2,2-dimethylpropoxy)-5-formylmorpholine-4-carboxylic acid tert-butyl ester). Solvent: C(C)(=O)OCC (ethyl acetate), O1CCCC1 (tetrahydrofuran), O1CCCC1 (tetrahydrofuran). Yields the product C(C)(C)(C)OC(=O)N1C[C@@H](OC[C@@H]1[C@H]([C@H](CC1=CC(=CC(=C1)F)Cl)[N+](=O)[O-])O)OCC(C)(C)C ((2R,5R)-5-[(1R,2S)-3-(3-Chloro-5-fluorophenyl)-1-hydroxy-2-nitropropyl]-2-(2,2-dimethylpropoxy)-morpholine-4-carboxylic acid tert-butyl ester). Yield: 58.9%. Reaction SMILES: [Cl:1][C:2]1[CH:7]=[C:6]([CH2:8][CH2:9][N+:10]([O-:12])=[O:11])[CH:5]=[C:4]([F:13])[CH:3]=1.[C:14]([O:18][C:19]([N:21]1[C@@H:26]([CH:27]=[O:28])[CH2:25][O:24][C@@H:23]([O:29][CH2:30][C:31]([CH3:34])([CH3:33])[CH3:32])[CH2:22]1)=[O:20])([CH3:17])([CH3:16])[CH3:15].[F-].C([N+](CCCC)(CCCC)CCCC)CCC>O1CCCC1.C(OCC)(=O)C>[C:14]([O:18][C:19]([N:21]1[C@@H:26]([C@@H:27]([OH:28])[C@@H:9]([N+:10]([O-:12])=[O:11])[CH2:8][C:6]2[CH:5]=[C:4]([F:13])[CH:3]=[C:2]([Cl:1])[CH:7]=2)[CH2:25][O:24][C@@H:23]([O:29][CH2:30][C:31]([CH3:34])([CH3:33])[CH3:32])[CH2:22]1)=[O:20])([CH3:17])([CH3:16])[CH3:15] |f:2.3|. Procedure details: Add 1-chloro-3-fluoro-5-(2-nitroethyl)-benzene (0.343 g, 1.68 mmol) in dry tetrahydrofuran (2 mL) to a solution of (2R,5R)-2-(2,2-dimethylpropoxy)-5-formylmorpholine-4-carboxylic acid tert-butyl ester (0.462 g, 1.53 mmol) in tetrahydrofuran (7 mL). Add tetrabutylammonium fluoride (0.77 mL, 0.765 mmol, 1.0 M in tetrahydrofuran) and stir at room temperature for 1 hour. Dilute with ethyl acetate and wash with saturated aqueous sodium chloride, dry (sodium sulfate), concentrate and purify (silica ge... Starting materials: C1CCOC1, C[Mg]Cl, CO, O=Cc1c(F)ccc(F)c1Cl, Cl. Product: CC(O)c1c(F)ccc(F)c1Cl. RXN SMILES: [CH2:18]1[O:19][CH2:20][CH2:21][CH2:22]1.[CH3:12][Mg:13][Cl:14].[CH3:15][OH:16].[Cl:1][c:2]1[c:3]([CH:4]=[O:5])[c:6]([F:11])[cH:7][cH:8][c:9]1[F:10].[ClH:17]>>[Cl:1][c:2]1[c:3]([CH:4]([OH:5])[CH3:12])[c:6]([F:11])[cH:7][cH:8][c:9]1[F:10].